Dataset: the Open Reaction Database (ORD), a public repository of structured organic reaction records. Task: describe an organic reaction: reactants, conditions, products, and yield Starting materials: CC(C)(C)[Si](C)(C)Cl, CC(C)(C)OC(=O)N1CC(O)CC1(C)C(=O)O, CC1(C)C=CCC(C)(C)N1, CCN(C(C)C)C(C)C, O=S(=O)(Cl)c1cccc(Cl)c1, [F-], CC(C)(C)[Si](C)(C)OS(=O)(=O)C(F)(F)F, [K+], CN(C)C=O, O, c1c[nH]cn1. Product: CC(C)(C)[Si](C)(C)O[Si](C)(C)C(C)(C)C. As a reaction SMILES: [C:18]([CH3:19])([CH3:20])([CH3:21])[Si:22]([CH3:23])([CH3:24])[Cl:25].[C:1]([N:2]1[CH2:3][CH:4]([OH:5])[CH2:6][C:7]1([CH3:8])[C:9]([OH:10])=[O:11])([O:12][C:13]([CH3:14])([CH3:15])[CH3:16])=[O:17].[CH3:31][C:32]1([CH3:33])[CH2:34][CH:35]=[CH:36][C:37]([CH3:38])([CH3:39])[NH:40]1.[CH:58]([N:59]([CH2:60][CH3:61])[CH:62]([CH3:63])[CH3:64])([CH3:65])[CH3:66].[Cl:67][c:68]1[cH:69][c:70]([S:71]([Cl:72])(=[O:73])=[O:74])[cH:75][cH:76][cH:77]1.[F-:56].[F:41][C:42]([F:43])([F:44])[S:45]([O:46][Si:47]([CH3:48])([CH3:49])[C:50]([CH3:51])([CH3:52])[CH3:53])(=[O:54])=[O:55].[K+:57].[O:78]=[CH:79][N:80]([CH3:81])[CH3:82].[OH2:83].[nH:26]1[cH:27][cH:28][n:29][cH:30]1>>[C:18]([CH3:19])([CH3:20])([CH3:21])[Si:22]([CH3:23])([CH3:24])[O:46][Si:47]([CH3:48])([CH3:49])[C:50]([CH3:51])([CH3:52])[CH3:53]. Starting materials: O=C(O)C1(c2ccc(Cl)cc2)CCC1, ClCCl, OCC1CCCCNC1. Product: O=C(N1CCCCC(CO)C1)C1(c2ccc(Cl)cc2)CCC1. Reaction SMILES: [Cl:10][c:11]1[cH:12][cH:13][c:14]([C:17]2([C:21](=[O:22])[OH:23])[CH2:18][CH2:19][CH2:20]2)[cH:15][cH:16]1.[Cl:24][CH2:25][Cl:26].[NH:1]1[CH2:2][CH:3]([CH2:8][OH:9])[CH2:4][CH2:5][CH2:6][CH2:7]1>>[N:1]1([C:21]([C:17]2([c:14]3[cH:13][cH:12][c:11]([Cl:10])[cH:16][cH:15]3)[CH2:18][CH2:19][CH2:20]2)=[O:22])[CH2:2][CH:3]([CH2:8][OH:9])[CH2:4][CH2:5][CH2:6][CH2:7]1. Reactants: N#CC1CC(F)CN1C(=O)CNC12CCC(C(=O)O)(CC1)CC2, Cc1cc(C)c(N)c(C)c1. The product is Cc1cc(C)c(NC(=O)C23CCC(NCC(=O)N4CC(F)CC4C#N)(CC2)CC3)c(C)c1. RXN SMILES: [C:1](=[O:2])([OH:3])[C:4]12[CH2:5][CH2:6][C:7]([NH:12][CH2:13][C:14](=[O:15])[N:16]3[CH:17]([C:22]#[N:23])[CH2:18][CH:19]([F:21])[CH2:20]3)([CH2:8][CH2:9]1)[CH2:10][CH2:11]2.[CH3:24][c:25]1[c:26]([NH2:27])[c:28]([CH3:33])[cH:29][c:30]([CH3:32])[cH:31]1>>[C:1](=[O:3])([C:4]12[CH2:5][CH2:6][C:7]([NH:12][CH2:13][C:14](=[O:15])[N:16]3[CH:17]([C:22]#[N:23])[CH2:18][CH:19]([F:21])[CH2:20]3)([CH2:8][CH2:9]1)[CH2:10][CH2:11]2)[NH:27][c:26]1[c:25]([CH3:24])[cH:31][c:30]([CH3:32])[cH:29][c:28]1[CH3:33]. The reactants are FC(C(=O)O)(F)F.FC(C(=O)O)(F)F.ClC=1C=NC=2NC=3C=NC=C(CCC4=C(C=CC(NC1N2)=C4)NC(CC4CCNCC4)=O)C3 (N-[6-chloro-2,4,8,18,22-pentaazatetracyclo[14.3.1.1(3,7).1(9,13)]docosa-1(20),3(22),4,6,9(21),10,12,16,18-nonaen-12-yl]-2-piperidin-4-ylacetamide bis(trifluoroacetate)), CC1=CC(=NN1)C(=O)O (5-methyl-1H-pyrazole-3-carboxylic acid). Product: FC(C(=O)O)(F)F.FC(C(=O)O)(F)F.ClC=1C=NC=2NC=3C=NC=C(CCC4=C(C=CC(NC1N2)=C4)NC(CC4CCN(CC4)C(=O)C4=NNC(=C4)C)=O)C3 (N-[6-Chloro-2,4,8,18,22-pentaazatetracyclo[14.3.1.1(3,7).1(9,13)]docosa-1(20),3(22),4,6,9(21),10,12,16,18-nonaen-12-yl]-2-{1-[(5-methyl-1H-pyrazol-3-yl)carbonyl]piperidin-4-yl}acetamide bis(trifluoroacetate)). Yield: 29.0%. RXN SMILES: [F:1][C:2]([F:7])([F:6])[C:3]([OH:5])=[O:4].[F:8][C:9]([F:14])([F:13])[C:10]([OH:12])=[O:11].[Cl:15][C:16]1[CH:17]=[N:18][C:19]2[NH:20][C:21]3[CH:22]=[N:23][CH:24]=[C:25]([CH:47]=3)[CH2:26][CH2:27][C:28]3[CH:36]=[C:32]([NH:33][C:34]=1[N:35]=2)[CH:31]=[CH:30][C:29]=3[NH:37][C:38](=[O:46])[CH2:39][CH:40]1[CH2:45][CH2:44][NH:43][CH2:42][CH2:41]1.[CH3:48][C:49]1[NH:53][N:52]=[C:51]([C:54](O)=[O:55])[CH:50]=1>>[F:1][C:2]([F:7])([F:6])[C:3]([OH:5])=[O:4].[F:8][C:9]([F:14])([F:13])[C:10]([OH:12])=[O:11].[Cl:15][C:16]1[CH:17]=[N:18][C:19]2[NH:20][C:21]3[CH:22]=[N:23][CH:24]=[C:25]([CH:47]=3)[CH2:26][CH2:27][C:28]3[CH:36]=[C:32]([NH:33][C:34]=1[N:35]=2)[CH:31]=[CH:30][C:29]=3[NH:37][C:38](=[O:46])[CH2:39][CH:40]1[CH2:45][CH2:44][N:43]([C:54]([C:51]2[CH:50]=[C:49]([CH3:48])[NH:53][N:52]=2)=[O:55])[CH2:42][CH2:41]1 |f:0.1.2,4.5.6|. Procedure details: The desired compound was prepared according to the procedure of Example A27, using N-[6-chloro-2,4,8,18,22-pentaazatetracyclo[14.3.1.1(3,7).1(9,13)]docosa-1(20),3(22),4,6,9(21),10,12,16,18-nonaen-12-yl]-2-piperidin-4-ylacetamide bis(trifluoroacetate) and 5-methyl-1H-pyrazole-3-carboxylic acid as starting materials in 29% yield. LCMS for C29H31ClN9O2 (M+H)+: m/z=572.2.